This data is from the Open Reaction Database (ORD), a public repository of structured organic reaction records. The task is: describe an organic reaction: reactants, conditions, products, and yield The reactants are OC1=CC=C(C=C1)C(C(=O)N[C@H]1[C@@H]2N(C(=C(CS2)CSC2=NN=NN2C)C(=O)OC(C2=CC=CC=C2)C2=CC=CC=C2)C1=O)C(=O)OC(C1=CC=CC=C1)C1=CC=CC=C1 (diphenylmethyl 7β-(α-p-hydroxyphenyl-α-diphenylmethoxycarbonylacetamido)-3-(1-methyl-1H-tetrazol-5-yl)thiomethyl-3-cephem-4-carboxylate), C[O-].[Li+] (lithium methoxide), C(C)(=O)O (acetic acid), ClOC(C)(C)C (t-butyl hypochlorite). Run in O1CCCC1 (tetrahydrofuran), CO (methanol), C(C)(=O)OCC (ethyl acetate). Run at temperature -78 celsius, time 15 minute. Product: ClC(C(=O)N[C@H]1[C@@H]2N(C(=C(CS2)CSC2=NN=NN2C)C(=O)OC(C2=CC=CC=C2)C2=CC=CC=C2)C1=O)(C(=O)OC(C1=CC=CC=C1)C1=CC=CC=C1)C1=CC=C(C=C1)O (diphenylmethyl 7β-(α-chloro-α-p-hydroxyphenyl-α-diphenylmethoxycarbonylacetamido)-3-(1-methyl-1H-tetrazol-5-yl)thiomethyl-3-cephem-4-carboxylate). Reaction SMILES: [OH:1][C:2]1[CH:7]=[CH:6][C:5]([CH:8]([C:45]([O:47][CH:48]([C:55]2[CH:60]=[CH:59][CH:58]=[CH:57][CH:56]=2)[C:49]2[CH:54]=[CH:53][CH:52]=[CH:51][CH:50]=2)=[O:46])[C:9]([NH:11][C@@H:12]2[C:43](=[O:44])[N:14]3[C:15]([C:27]([O:29][CH:30]([C:37]4[CH:42]=[CH:41][CH:40]=[CH:39][CH:38]=4)[C:31]4[CH:36]=[CH:35][CH:34]=[CH:33][CH:32]=4)=[O:28])=[C:16]([CH2:19][S:20][C:21]4[N:25]([CH3:26])[N:24]=[N:23][N:22]=4)[CH2:17][S:18][C@H:13]23)=[O:10])=[CH:4][CH:3]=1.C[O-].[Li+].[Cl:64]OC(C)(C)C.C(O)(=O)C>O1CCCC1.CO.C(OCC)(=O)C>[Cl:64][C:8]([C:5]1[CH:4]=[CH:3][C:2]([OH:1])=[CH:7][CH:6]=1)([C:45]([O:47][CH:48]([C:55]1[CH:56]=[CH:57][CH:58]=[CH:59][CH:60]=1)[C:49]1[CH:50]=[CH:51][CH:52]=[CH:53][CH:54]=1)=[O:46])[C:9]([NH:11][C@@H:12]1[C:43](=[O:44])[N:14]2[C:15]([C:27]([O:29][CH:30]([C:31]3[CH:36]=[CH:35][CH:34]=[CH:33][CH:32]=3)[C:37]3[CH:42]=[CH:41][CH:40]=[CH:39][CH:38]=3)=[O:28])=[C:16]([CH2:19][S:20][C:21]3[N:25]([CH3:26])[N:24]=[N:23][N:22]=3)[CH2:17][S:18][C@H:13]12)=[O:10] |f:1.2|. Reported procedure: To a solution of diphenylmethyl 7β-(α-p-hydroxyphenyl-α-diphenylmethoxycarbonylacetamido)-3-(1-methyl-1H-tetrazol-5-yl)thiomethyl-3-cephem-4-carboxylate (310 mg) in tetrahydrofuran (15 ml) are added 2 M lithium methoxide in methanol (0.63 ml) and after 1 minute t-butyl hypochlorite (42.6 μl) at -78° C., and the mixture is stirred at -78° C. for 15 minutes. The reaction mixture is mixed with acetic acid (0.3 ml), warmed to room temperature, diluted with ethyl acetate, washed with water, dried ove... Reactants: CCOC(=O)c1ccc(C(=O)CC(=O)C(F)(F)F)cc1, C[O-], CC[O-], [Na+], [Na+]. Product: CCOC(=O)c1ccc(C(=O)C(C)C(=O)C(F)(F)F)cc1. RXN SMILES: [CH2:1]([CH3:2])[O:3][C:4]([c:5]1[cH:6][cH:7][c:8]([C:11]([CH2:12][C:13]([C:14]([F:15])([F:16])[F:17])=[O:18])=[O:19])[cH:9][cH:10]1)=[O:20].[CH3:21][O-:22].[CH3:25][CH2:26][O-:27].[Na+:23].[Na+:24]>>[CH2:1]([CH3:2])[O:3][C:4]([c:5]1[cH:6][cH:7][c:8]([C:11]([CH:12]([C:13]([C:14]([F:15])([F:16])[F:17])=[O:18])[CH3:25])=[O:19])[cH:9][cH:10]1)=[O:20]. The reactants are C(C1=CC=CC=C1)OC=1C=C(C=CC1)CCC(CCC1=CC(=CC=C1)OCC1=CC=CC=C1)=O (1,5-Bis-(3-benzyloxy-phenyl)-pentan-3-one), C(CCC)[Li] (n-butyllithium), C(C)(=O)O (acetic acid), C(C)(C)NC(C)C (diisopropylamine), C(CC(=O)C)(=O)OC (methyl acetoacetate), [OH-].[Na+] (NaOH). Solvent: C1CCOC1 (THF), C1CCOC1 (THF), C1CCOC1 (THF). Reaction conditions: temperature 0 celsius, time 25 minute. Yields the product C(C1=CC=CC=C1)OC=1C=C(C=CC1)CCC1(CC(=CC(O1)=O)O)CCC1=CC(=CC=C1)OCC1=CC=CC=C1 (6,6-bis-[2-(3-benzyloxy-phenyl)-ethyl]-5,6-dihydro-4-hydroxy-pyran-2-one). As a reaction SMILES: C(NC(C)C)(C)C.C([Li])CCC.[C:13](OC)(=[O:18])[CH2:14][C:15]([CH3:17])=[O:16].[CH2:21]([O:28][C:29]1[CH:30]=[C:31]([CH2:35][CH2:36][C:37](=[O:54])[CH2:38][CH2:39][C:40]2[CH:45]=[CH:44][CH:43]=[C:42]([O:46][CH2:47][C:48]3[CH:53]=[CH:52][CH:51]=[CH:50][CH:49]=3)[CH:41]=2)[CH:32]=[CH:33][CH:34]=1)[C:22]1[CH:27]=[CH:26][CH:25]=[CH:24][CH:23]=1.C(O)(=O)C.[OH-].[Na+]>C1COCC1>[CH2:47]([O:46][C:42]1[CH:41]=[C:40]([CH2:39][CH2:38][C:37]2([CH2:36][CH2:35][C:31]3[CH:32]=[CH:33][CH:34]=[C:29]([O:28][CH2:21][C:22]4[CH:27]=[CH:26][CH:25]=[CH:24][CH:23]=4)[CH:30]=3)[O:54][C:13](=[O:18])[CH:14]=[C:15]([OH:16])[CH2:17]2)[CH:45]=[CH:44][CH:43]=1)[C:48]1[CH:49]=[CH:50][CH:51]=[CH:52][CH:53]=1 |f:5.6|. Procedure: A solution of 3.3 mL of diisopropylamine (23.5 mmol) in dry THF (500 mL) was cooled to 0° C. under nitrogen, treated with 14.3 mL of 1.64M n-butyllithium (22.8 mmol), and stirred at 0° C. for 25 minutes. To this solution was added 1.2 mL (11.1 mmol) of methyl acetoacetate, and the mixture was stirred for 30 minutes. The solution was then cooled to -78° C. A solution of 5.00 g (11.1 mmol) of 1,5-bis-(3-benzyloxy-phenyl)-pentan-3-one (prepared in Example J) dissolved in dry THF (100 mL) was added ... The reactants are O\N=C\C1=CC(=CS1)C(CC#N)N1N=CC(=C1)C=1C2=C(N=CN1)N(C=C2)COCC[Si](C)(C)C (3-(5-[(E)-(hydroxyimino)methyl]-3-thienyl)-3-[4-(7-[2-(trimethylsilyl)-ethoxy]methyl-7H-pyrrolo[2,3-d]pyrimidin-4-yl)-1H-pyrazol-1-yl]propanenitrile), N1=CC=CC=C1 (pyridine), CS(=O)(=O)Cl (methanesulfonyl chloride). Solvent: O (Water). Reaction conditions: temperature 60 celsius, time 2 hour. Yields the product C(#N)CC(N1N=CC(=C1)C=1C2=C(N=CN1)N(C=C2)COCC[Si](C)(C)C)C=2C=C(SC2)C#N (4-(2-cyano-1-[4-(7-[2-(trimethylsilyl)ethoxy]methyl-7H-pyrrolo[2,3-d]-pyrimidin-4-yl)-1H-pyrazol-1-yl]ethyl)thiophene-2-carbonitrile), crude product. The yield is 44.0%. Reaction SMILES: O/[N:2]=[CH:3]/[C:4]1[S:8][CH:7]=[C:6]([CH:9]([N:13]2[CH:17]=[C:16]([C:18]3[C:19]4[CH:26]=[CH:25][N:24]([CH2:27][O:28][CH2:29][CH2:30][Si:31]([CH3:34])([CH3:33])[CH3:32])[C:20]=4[N:21]=[CH:22][N:23]=3)[CH:15]=[N:14]2)[CH2:10][C:11]#[N:12])[CH:5]=1.N1C=CC=CC=1.CS(Cl)(=O)=O>O>[C:11]([CH2:10][CH:9]([C:6]1[CH:5]=[C:4]([C:3]#[N:2])[S:8][CH:7]=1)[N:13]1[CH:17]=[C:16]([C:18]2[C:19]3[CH:26]=[CH:25][N:24]([CH2:27][O:28][CH2:29][CH2:30][Si:31]([CH3:34])([CH3:33])[CH3:32])[C:20]=3[N:21]=[CH:22][N:23]=2)[CH:15]=[N:14]1)#[N:12]. Reported procedure: To a mixture of 3-(5-[(E)-(hydroxyimino)methyl]-3-thienyl)-3-[4-(7-[2-(trimethylsilyl)-ethoxy]methyl-7H-pyrrolo[2,3-d]pyrimidin-4-yl)-1H-pyrazol-1-yl]propanenitrile (70 mg, 0.0001 mol) in pyridine (1 mL, 0.01 mol), methanesulfonyl chloride (100 μL, 0.001 mol) was added. The mixture was stirred at 60° C. for 2 hours. Water was added and the product was extracted with ethyl acetate. The combined extracts were washed with 0.1 N HCl, brine, dried over magnesium sulfate, filtered and concentrated to ... Reactants: C([O-])([O-])=O.[K+].[K+] (potassium carbonate), CN1N=CC(=C1)B1OC(C(O1)(C)C)(C)C (1-methyl-4-(4,4,5,5-tetramethyl-[1,3,2]dioxaborolan-2-yl)-1H-pyrazole), BrC=1C=NC2=CC=C(C=C2C1)CC1=NN=C2N1N=C(C=C2)C (3-bromo-6-(6-methyl-[1,2,4]triazolo[4,3-b]pyridazin-3-ylmethyl)-quinoline). Reagents/catalysts: C1=CC=C(C=C1)[PH+](C2=CC=CC=C2)[C]3[CH][CH][CH][CH]3.C1=CC=C(C=C1)[PH+](C2=CC=CC=C2)[C]3[CH][CH][CH][CH]3.C(Cl)Cl.Cl[Pd]Cl.[Fe] (dichloro[1,1′-bis(diphenylphosphino)ferrocene]palladium(II) dichloromethane adduct). The solvent is O (water), O1CCOCC1 (1,4-dioxane). The product is CN1N=CC(=C1)C=1C=NC2=CC=C(C=C2C1)CC1=NN=C2N1N=C(C=C2)C (3-(1-Methyl-1H-pyrazol-4-yl)-6-(6-methyl-[1,2,4]triazolo[4,3-b]pyridazin-3-ylmethyl)-quinoline). The yield is 3.5%. RXN SMILES: Br[C:2]1[CH:3]=[N:4][C:5]2[C:10]([CH:11]=1)=[CH:9][C:8]([CH2:12][C:13]1[N:17]3[N:18]=[C:19]([CH3:22])[CH:20]=[CH:21][C:16]3=[N:15][N:14]=1)=[CH:7][CH:6]=2.[CH3:23][N:24]1[CH:28]=[C:27](B2OC(C)(C)C(C)(C)O2)[CH:26]=[N:25]1.C(=O)([O-])[O-].[K+].[K+]>O1CCOCC1.O.C1C=CC([PH+]([C]2[CH][CH][CH][CH]2)C2C=CC=CC=2)=CC=1.C1C=CC([PH+]([C]2[CH][CH][CH][CH]2)C2C=CC=CC=2)=CC=1.C(Cl)Cl.Cl[Pd]Cl.[Fe]>[CH3:23][N:24]1[CH:28]=[C:27]([C:2]2[CH:3]=[N:4][C:5]3[C:10]([CH:11]=2)=[CH:9][C:8]([CH2:12][C:13]2[N:17]4[N:18]=[C:19]([CH3:22])[CH:20]=[CH:21][C:16]4=[N:15][N:14]=2)=[CH:7][CH:6]=3)[CH:26]=[N:25]1 |f:2.3.4,7.8.9.10.11,^1:55,56,57,58,59,73,74,75,76,77|. Procedure details: A solution of 3-bromo-6-(6-methyl-[1,2,4]triazolo[4,3-b]pyridazin-3-ylmethyl)-quinoline (50 mg, 0.141 mmol, 1.0 equiv.) in 1,4-dioxane (1 mL) was degassed with nitrogen and added to a microwave tube containing 1-methyl-4-(4,4,5,5-tetramethyl-[1,3,2]dioxaborolan-2-yl)-1H-pyrazole (0.177 mmol, 1.25 equiv., 37 mg). A degassed solution of potassium carbonate (0.282 mmol, 2 equiv., 39 mg) in water (0.5 mL) was then added to the microwave tube followed by dichloro[1,1′-bis(diphenylphosphino)ferrocene]... Starting materials: CO, O=C1OC(CN2CCC(Cc3ccc(F)cc3)CC2)CN1c1ccc(OCc2ccccc2)cc1. Yields the product O=C1OC(CN2CCC(Cc3ccc(F)cc3)CC2)CN1c1ccc(O)cc1. Reaction SMILES: [CH3:36][OH:37].[F:1][c:2]1[cH:3][cH:4][c:5]([CH2:6][CH:7]2[CH2:8][CH2:9][N:10]([CH2:13][CH:14]3[CH2:15][N:16]([c:20]4[cH:21][cH:22][c:23]([O:26][CH2:27][c:28]5[cH:29][cH:30][cH:31][cH:32][cH:33]5)[cH:24][cH:25]4)[C:17](=[O:19])[O:18]3)[CH2:11][CH2:12]2)[cH:34][cH:35]1>>[F:1][c:2]1[cH:3][cH:4][c:5]([CH2:6][CH:7]2[CH2:8][CH2:9][N:10]([CH2:13][CH:14]3[CH2:15][N:16]([c:20]4[cH:21][cH:22][c:23]([OH:26])[cH:24][cH:25]4)[C:17](=[O:19])[O:18]3)[CH2:11][CH2:12]2)[cH:34][cH:35]1. Procedure: 200 mg (0.596 mmol) of 2-[1-(2-fluorobenzyl)-1H-pyrazolo[3,4-b]pyridin-3-yl]pyrimidine-4,5-diamine (synthesis described in US2004/67937; Example V) were initially charged in methanol (16 ml) and admixed with 75 μl (1.312 mmol) of acetic acid, and then 182 mg (1.312 mmol) of 1-cyclopropyl-4-piperidinone were added. After stirring at RT for 15 min, 104 mg (1.67 mmol) of sodium cyanoborohydride were added and the mixture was stirred at RT for 2.5 h. Subsequently, within 2 days, the above-stated amo... The yield is 60.4%. RXN SMILES: [F:1][C:2]1[CH:25]=[CH:24][CH:23]=[CH:22][C:3]=1[CH2:4][N:5]1[C:9]2=[N:10][CH:11]=[CH:12][CH:13]=[C:8]2[C:7]([C:14]2[N:19]=[C:18]([NH2:20])[C:17]([NH2:21])=[CH:16][N:15]=2)=[N:6]1.[CH:26]1([N:29]2[CH2:34][CH2:33][C:32](=O)[CH2:31][CH2:30]2)[CH2:28][CH2:27]1.C([BH3-])#N.[Na+].C(=O)([O-])O.[Na+]>CO.C(O)(=O)C>[CH:26]1([N:29]2[CH2:34][CH2:33][CH:32]([NH:21][C:17]3[C:18]([NH2:20])=[N:19][C:14]([C:7]4[C:8]5[C:9](=[N:10][CH:11]=[CH:12][CH:13]=5)[N:5]([CH2:4][C:3]5[CH:22]=[CH:23][CH:24]=[CH:25][C:2]=5[F:1])[N:6]=4)=[N:15][CH:16]=3)[CH2:31][CH2:30]2)[CH2:28][CH2:27]1 |f:2.3,4.5|. The reactants are C1(CC1)N1CCC(CC1)=O (1-cyclopropyl-4-piperidinone), C1(CC1)N1CCC(CC1)=O (1-cyclopropyl-4-piperidinone), C(#N)[BH3-].[Na+] (sodium cyanoborohydride), FC1=C(CN2N=C(C=3C2=NC=CC3)C3=NC=C(C(=N3)N)N)C=CC=C1 (2-[1-(2-fluorobenzyl)-1H-pyrazolo[3,4-b]pyridin-3-yl]pyrimidine-4,5-diamine), C(#N)[BH3-].[Na+] (sodium cyanoborohydride), C(O)([O-])=O.[Na+] (sodium hydrogencarbonate). Run in C(C)(=O)O (acetic acid), C(C)(=O)O (acetic acid), CO (methanol). Conditions: time 15 minute. Product: C1(CC1)N1CCC(CC1)NC=1C(=NC(=NC1)C1=NN(C2=NC=CC=C21)CC2=C(C=CC=C2)F)N (N5-(1-Cyclopropylpiperidin-4-yl)-2-[1-(2-fluorobenzyl)-1H-pyrazolo[3,4-b]pyridin-3-yl]pyrimidine-4,5-diamine).